This data is from the Open Reaction Database (ORD), a public repository of structured organic reaction records. The task is: describe an organic reaction: reactants, conditions, products, and yield Reactants: CC(=O)Oc1ccccc1C(=O)Cl, Cc1ccccc1, CCN(C(C)C)C(C)C, Cc1cc(Cl)ccc1N. Yields the product CC(=O)Oc1ccccc1C(=O)Nc1ccc(Cl)cc1C. Reaction SMILES: [C:19]([CH3:20])(=[O:21])[O:22][c:23]1[c:24]([C:25](=[O:26])[Cl:27])[cH:28][cH:29][cH:30][cH:31]1.[CH3:32][c:33]1[cH:34][cH:35][cH:36][cH:37][cH:38]1.[CH:10]([N:11]([CH2:12][CH3:13])[CH:14]([CH3:15])[CH3:16])([CH3:17])[CH3:18].[Cl:1][c:2]1[cH:3][c:4]([CH3:9])[c:5]([NH2:6])[cH:7][cH:8]1>>[Cl:1][c:2]1[cH:3][c:4]([CH3:9])[c:5]([NH:6][C:25]([c:24]2[c:23]([O:22][C:19]([CH3:20])=[O:21])[cH:31][cH:30][cH:29][cH:28]2)=[O:26])[cH:7][cH:8]1.